This data is from the Open Reaction Database (ORD), a public repository of structured organic reaction records. The task is: describe an organic reaction: reactants, conditions, products, and yield Reactants: ClC1=CC=C(OC=2C=C(NC2)C(=O)[O-])C=C1 (4-(4-Chlorophenoxy)pyrrole-2-carboxylate), CCCCCCC (heptane), C(CCCCCCC\C=C/CCCCCCCC)(=O)[O-].[Mg+2].C(CCCCCCC\C=C/CCCCCCCC)(=O)[O-] (magnesium oleate). The solvent is C(C)O (ethanol). The product is ClC1=CC=C(OC=2C=C(NC2)C(=O)[O-])C=C1.[Mg+2].ClC1=CC=C(OC=2C=C(NC2)C(=O)[O-])C=C1 (Magnesium 4-(4-chlorophenoxy)pyrrole-2-carboxylate). RXN SMILES: [Cl:1][C:2]1[CH:16]=[CH:15][C:5]([O:6][C:7]2[CH:8]=[C:9]([C:12]([O-:14])=[O:13])[NH:10][CH:11]=2)=[CH:4][CH:3]=1.C([O-])(=O)CCCCCCC/C=C\CCCCCCCC.[Mg+2:37].C([O-])(=O)CCCCCCC/C=C\CCCCCCCC.CCCCCCC>C(O)C>[Cl:1][C:2]1[CH:16]=[CH:15][C:5]([O:6][C:7]2[CH:8]=[C:9]([C:12]([O-:14])=[O:13])[NH:10][CH:11]=2)=[CH:4][CH:3]=1.[Mg+2:37].[Cl:1][C:2]1[CH:16]=[CH:15][C:5]([O:6][C:7]2[CH:8]=[C:9]([C:12]([O-:14])=[O:13])[NH:10][CH:11]=2)=[CH:4][CH:3]=1 |f:1.2.3,6.7.8|. Procedure: 4-(4-Chlorophenoxy)pyrrole-2-carboxylate and an equivalent quantity of magnesium oleate are each dissolved in ethanol and the solutions mixed. Magnesium 4-(4-chlorophenoxy)pyrrole-2-carboxylate is isolated by concentration and/or addition of heptane. The reactants are C1(=CC=CC=C1)OC (anisole), FC(C(=O)O)(F)F (trifluoroacetic acid), C(=O)NC=1SC=C(N1)C(C(=O)NC1[C@@H]2N(C(=C(CS2)C=C)C(=O)OC(C2=CC=CC=C2)C2=CC=CC=C2)C1=O)=NOC (benzhydryl 7-[2-(2-formamidothiazol-4-yl)-2-methoxyiminoacetamido]-3-vinyl-3-cephem-4-carboxylate). Solvent: C(Cl)Cl (methylene chloride). Run at time 75 minute. The product is C(=O)NC=1SC=C(N1)C(C(=O)NC1[C@@H]2N(C(=C(CS2)C=C)C(=O)O)C1=O)=NOC (7-[2-(2-formamidothiazol-4-yl)-2-methoxyiminoacetamido]-3-vinyl-3-cephem-4-carboxylic acid). Yield: 87.0%. As a reaction SMILES: [CH:1]([NH:3][C:4]1[S:5][CH:6]=[C:7]([C:9](=[N:40][O:41][CH3:42])[C:10]([NH:12][CH:13]2[C:38](=[O:39])[N:15]3[C:16]([C:22]([O:24]C(C4C=CC=CC=4)C4C=CC=CC=4)=[O:23])=[C:17]([CH:20]=[CH2:21])[CH2:18][S:19][C@H:14]23)=[O:11])[N:8]=1)=[O:2].C1(OC)C=CC=CC=1.FC(F)(F)C(O)=O>C(Cl)Cl>[CH:1]([NH:3][C:4]1[S:5][CH:6]=[C:7]([C:9](=[N:40][O:41][CH3:42])[C:10]([NH:12][CH:13]2[C:38](=[O:39])[N:15]3[C:16]([C:22]([OH:24])=[O:23])=[C:17]([CH:20]=[CH2:21])[CH2:18][S:19][C@H:14]23)=[O:11])[N:8]=1)=[O:2]. Procedure: To a suspension of benzhydryl 7-[2-(2-formamidothiazol-4-yl)-2-methoxyiminoacetamido]-3-vinyl-3-cephem-4-carboxylate (syn isomer) (2.3 g) in methylene chloride (40 ml) were added anisole (3.3 g) and trifluoroacetic acid (8.7 g) under ice-cooling with stirring, and the stirring was continued at ambient temperature for 75 minutes. After evaporation of the reaction mixture, to the residue were added water and ethyl acetate, followed by adjusting to pH 7 with a saturated aqueous solution of sodium b...